Dataset: the Open Reaction Database (ORD), a public repository of structured organic reaction records. Task: describe an organic reaction: reactants, conditions, products, and yield Reactants: ClC=1C=C(C=CC1Cl)C1(CN(CC1)C(C1=CC(=C(C(=C1)OC)OC)OC)=O)CCCS(=O)(=O)[O-] (2-[3-(3,4-dichloro-phenyl)-1-(3,4,5-trimethoxy-benzoyl)-pyrrolidin-3-yl]-ethyl-methanesulfonate), Cl.C1=C(C=CC2=CC=CC=C12)C1(CCNCC1)C(=O)N (4-(naphth-2-yl)-piperidine-4-carboxylic acid amide hydrochloride). Yields the product ClC=1C=C(C=CC1Cl)C1(CN(CC1)C(C1=CC(=C(C(=C1)OC)OC)OC)=O)CCN1CCC(CC1)(C(=O)N)C1=CC2=CC=CC=C2C=C1 (1-[2-[3-(3,4-dichloro-phenyl)-1-(3,4,5-trimethoxy-benzoyl)-pyrrolidin-3-yl]-ethyl]-4-(naphth-2-yl)-piperidine-4-carboxylic acid amide). As a reaction SMILES: [Cl:1][C:2]1[CH:3]=[C:4]([C:9]2([CH2:28][CH2:29]CS([O-])(=O)=O)[CH2:13][CH2:12][N:11]([C:14](=[O:27])[C:15]3[CH:20]=[C:19]([O:21][CH3:22])[C:18]([O:23][CH3:24])=[C:17]([O:25][CH3:26])[CH:16]=3)[CH2:10]2)[CH:5]=[CH:6][C:7]=1[Cl:8].Cl.[CH:36]1[C:45]2[C:40](=[CH:41][CH:42]=[CH:43][CH:44]=2)[CH:39]=[CH:38][C:37]=1[C:46]1([C:52]([NH2:54])=[O:53])[CH2:51][CH2:50][NH:49][CH2:48][CH2:47]1>>[Cl:1][C:2]1[CH:3]=[C:4]([C:9]2([CH2:28][CH2:29][N:49]3[CH2:48][CH2:47][C:46]([C:37]4[CH:38]=[CH:39][C:40]5[C:45](=[CH:44][CH:43]=[CH:42][CH:41]=5)[CH:36]=4)([C:52]([NH2:54])=[O:53])[CH2:51][CH2:50]3)[CH2:13][CH2:12][N:11]([C:14](=[O:27])[C:15]3[CH:20]=[C:19]([O:21][CH3:22])[C:18]([O:23][CH3:24])=[C:17]([O:25][CH3:26])[CH:16]=3)[CH2:10]2)[CH:5]=[CH:6][C:7]=1[Cl:8] |f:1.2|. Procedure details: Prepare by the method of example 3.3 using 2-[3-(3,4-dichloro-phenyl)-1-(3,4,5-trimethoxy-benzoyl)-pyrrolidin-3-yl]-ethyl-methanesulfonate (5 mmol) and 4-(naphth-2-yl)-piperidine-4-carboxylic acid amide hydrochloride (7.5 mmol, 1.5 eq.). Chromatograph on silica gel to give the title compound.